This data is from the Open Reaction Database (ORD), a public repository of structured organic reaction records. The task is: describe an organic reaction: reactants, conditions, products, and yield The reactants are C(C)(C)(C)OC(C(CNC1=NC=NC(=C1C)N1CCC(CC1)C1=NC(=CC=C1)N1C(=CC=C1C)C)NC(=O)OCC1=CC=CC=C1)=O (2-benzyloxycarbonylamino-3-{6-[6-(2,5-dimethyl-pyrrol-1-yl)-3′,4′,5′,6′-tetrahydro-2′H-[2,4′]bipyridinyl-1′-yl]-5-methyl-pyrimidin-4-ylamino}-propionic acid tert-butyl ester), Cl.NO (hydroxylamine hydrochloride). Solvent: C(C)O (ethanol), O (water). Reaction conditions: temperature 90 celsius. Yields the product C(C)(C)(C)OC(C(CNC1=NC=NC(=C1C)N1CCC(CC1)C1=NC(=CC=C1)N)NC(=O)OCC1=CC=CC=C1)=O (3-[6-(6-Amino-3′,4′,5′,6′-tetrahydro-2′H-[2,4′]bipyridinyl-1′-yl)-5-methyl-pyrimidin-4-ylamino]-2-benzyloxycarbonylamino-propionic acid tert-butyl ester). The yield is 35.6%. Reaction SMILES: [C:1]([O:5][C:6](=[O:47])[CH:7]([NH:36][C:37]([O:39][CH2:40][C:41]1[CH:46]=[CH:45][CH:44]=[CH:43][CH:42]=1)=[O:38])[CH2:8][NH:9][C:10]1[C:15]([CH3:16])=[C:14]([N:17]2[CH2:22][CH2:21][CH:20]([C:23]3[CH:28]=[CH:27][CH:26]=[C:25]([N:29]4C(C)=CC=C4C)[N:24]=3)[CH2:19][CH2:18]2)[N:13]=[CH:12][N:11]=1)([CH3:4])([CH3:3])[CH3:2].Cl.NO>C(O)C.O>[C:1]([O:5][C:6](=[O:47])[CH:7]([NH:36][C:37]([O:39][CH2:40][C:41]1[CH:42]=[CH:43][CH:44]=[CH:45][CH:46]=1)=[O:38])[CH2:8][NH:9][C:10]1[C:15]([CH3:16])=[C:14]([N:17]2[CH2:22][CH2:21][CH:20]([C:23]3[CH:28]=[CH:27][CH:26]=[C:25]([NH2:29])[N:24]=3)[CH2:19][CH2:18]2)[N:13]=[CH:12][N:11]=1)([CH3:4])([CH3:2])[CH3:3] |f:1.2|. Procedure: 100 mg (0.15 mmol) of 7 is dissolved in 3 ml of ethanol and 0.3 ml of water. 50 mg (0.75 mmol) of hydroxylamine hydrochloride marketed by ACROS is added and the reaction medium is heated for 18 hours at 90° C. The solvents are evaporated off under reduced pressure (2 kPa) and the crude residue is purified by chromatography on silicagel eluting with a CH2Cl2/MeOH mixture 90:10. 30 mg (36%) of expected product is obtained in the form of a colourless resin. As a reaction SMILES: [CH2:37]1[O:38][CH2:39][CH2:40][CH2:41]1.[CH2:7]([CH:8]=[CH2:9])[O:10][C:11](=[O:12])[N:13]([CH:14]([CH2:15][CH2:16][C:17](=[O:18])[O:19][C:20]([CH3:21])([CH3:22])[CH3:23])[CH2:24][O:25][CH2:26][O:27][CH3:28])[CH2:29][C:30]([O:32][CH3:31])=[O:33].[CH3:1][C:2]([CH3:3])([O-:4])[CH3:5].[Cl-:36].[ClH:34].[K+:6].[Na+:35]>>[CH2:7]([CH:8]=[CH2:9])[O:10][C:11](=[O:12])[N:13]1[CH:14]([CH2:24][O:25][CH2:26][O:27][CH3:28])[CH2:15][CH:16]([C:17](=[O:18])[O:19][C:20]([CH3:21])([CH3:22])[CH3:23])[C:30](=[O:32])[CH2:29]1. The reactants are C1CCOC1, C=CCOC(=O)N(CC(=O)OC)C(CCC(=O)OC(C)(C)C)COCOC, CC(C)(C)[O-], [Cl-], Cl, [K+], [Na+]. Product: C=CCOC(=O)N1CC(=O)C(C(=O)OC(C)(C)C)CC1COCOC.